The task is: describe an organic reaction: reactants, conditions, products, and yield. This data is from the Open Reaction Database (ORD), a public repository of structured organic reaction records. The reactants are ClC=1C=C2C(=CC(=NC2=CC1)C1=C(C=CC=C1)OC)O (6-chloro-2-(2-methoxyphenyl)quinolin-4-ol), O=P(Cl)(Cl)Cl (POCl3). Yields the product ClC1=CC(=NC2=CC=C(C=C12)Cl)C1=C(C=CC=C1)OC (4,6-dichloro-2-(2-methoxyphenyl)quinoline). Reaction SMILES: [Cl:1][C:2]1[CH:3]=[C:4]2[C:9](=[CH:10][CH:11]=1)[N:8]=[C:7]([C:12]1[CH:17]=[CH:16][CH:15]=[CH:14][C:13]=1[O:18][CH3:19])[CH:6]=[C:5]2O.O=P(Cl)(Cl)[Cl:23]>>[Cl:23][C:5]1[C:4]2[C:9](=[CH:10][CH:11]=[C:2]([Cl:1])[CH:3]=2)[N:8]=[C:7]([C:12]2[CH:17]=[CH:16][CH:15]=[CH:14][C:13]=2[O:18][CH3:19])[CH:6]=1. Reported procedure: Prepared according to procedure S using 6-chloro-2-(2-methoxyphenyl)quinolin-4-ol (550.6 mg, 1.93 mmol) and POCl3 (3.5 mL, 37.5 mmol) to afford 4,6-dichloro-2-(2-methoxyphenyl)quinoline. Mass Spectrum (ESI) m/e=304.0 (M+1). The reactants are CS(C)=O, COc1cc2nccc(Cl)c2cc1OC, [H-], Nc1cc(Cl)c(O)c(Cl)c1, [Na+], O. Yields the product COc1cc2nccc(Oc3c(Cl)cc(N)cc3Cl)c2cc1OC. Reaction SMILES: [CH3:3][S:4](=[O:5])[CH3:6].[Cl:17][c:18]1[cH:19][cH:20][n:21][c:22]2[cH:23][c:24]([O:30][CH3:31])[c:25]([O:28][CH3:29])[cH:26][c:27]12.[H-:1].[NH2:7][c:8]1[cH:9][c:10]([Cl:16])[c:11]([OH:15])[c:12]([Cl:14])[cH:13]1.[Na+:2].[OH2:32]>>[NH2:7][c:8]1[cH:9][c:10]([Cl:16])[c:11]([O:15][c:18]2[cH:19][cH:20][n:21][c:22]3[cH:23][c:24]([O:30][CH3:31])[c:25]([O:28][CH3:29])[cH:26][c:27]23)[c:12]([Cl:14])[cH:13]1. Reactants: CC1=C(N=CN1)CSCCN (2-[(5-methyl-1H-imidazol-4-yl)methylthio]ethylamine), C1(=C(C(=C(C(=C1F)F)F)N)F)N.Cl.Cl (dihydrochloride), COC1=NS(N=C1OC)(=O)=O (3,4-dimethoxy-1,2,5-thiadiazole 1,1-dioxide). Run in CO (methanol), CO (methanol). Yields the product CC1=C(N=CN1)CSCCNC1=NS(N=C1OC)(=O)=O (3-{2-[(5-Methyl-1H-imidazol-4-yl)methylthio]ethylamino}-4-methoxy-1,2,5-thiadiazole 1,1-dioxide). As a reaction SMILES: [CH3:1][O:2][C:3]1[C:7](OC)=[N:6][S:5](=[O:11])(=[O:10])[N:4]=1.[CH3:12][C:13]1[NH:17][CH:16]=[N:15][C:14]=1[CH2:18][S:19][CH2:20][CH2:21][NH2:22].C1(N)C(F)=C(F)C(F)=C(N)C=1F.Cl.Cl>CO>[CH3:12][C:13]1[NH:17][CH:16]=[N:15][C:14]=1[CH2:18][S:19][CH2:20][CH2:21][NH:22][C:7]1[C:3]([O:2][CH3:1])=[N:4][S:5](=[O:11])(=[O:10])[N:6]=1 |f:2.3.4|. Reported procedure: To a well stirred suspension of 3,4-dimethoxy-1,2,5-thiadiazole 1,1-dioxide (2.0 g; 11.2 mmoles) [prepared according to the procedure described in J. Org. Chem., 40, 2743 (1975)] in 200 ml of methanol at ambient temperature was added a solution of 2-[(5-methyl-1H-imidazol-4-yl)methylthio]ethylamine (from the dihydrochloride, 2.73 g; 11.2 mmoles) [prepared according to Belgian Pat. No. 779,775] in 25 ml of methanol. After stirring for 30 minutes, a methanolic solution of the title compound was pr... The reactants are P (phosphine), C(C)(C)C1=C(C=CC=C1)N=C(C1=CC=C(C=C1)C)N (N2-(2-isopropylphenyl)-4-methylbenzamidine), ClP(C(C)C)C(C)C (Chlorodiisopropylphosphine), C(CCC)[Li] (Butyllithium). Run in C(C)OCC (diethylether). Conditions: temperature 0 celsius, time 2 hour. Product: C(C)(C)C1=C(C=CC=C1)NC(C1=CC=C(C=C1)C)=NP(C(C)C)C(C)C (N1-(2-isopropylphenyl)-N2-(diisopropylphosphino)-4-methylbenzamidine). Isolated yield 89.0%. RXN SMILES: [CH:1]([C:4]1[CH:9]=[CH:8][CH:7]=[CH:6][C:5]=1[N:10]=[C:11]([NH2:19])[C:12]1[CH:17]=[CH:16][C:15]([CH3:18])=[CH:14][CH:13]=1)([CH3:3])[CH3:2].C([Li])CCC.Cl[P:26]([CH:30]([CH3:32])[CH3:31])[CH:27]([CH3:29])[CH3:28].P>C(OCC)C>[CH:1]([C:4]1[CH:9]=[CH:8][CH:7]=[CH:6][C:5]=1[NH:10][C:11](=[N:19][P:26]([CH:30]([CH3:32])[CH3:31])[CH:27]([CH3:29])[CH3:28])[C:12]1[CH:13]=[CH:14][C:15]([CH3:18])=[CH:16][CH:17]=1)([CH3:3])[CH3:2]. Reported procedure: N2-(2-isopropylphenyl)-4-methylbenzamidine (1.26 g, 5.0 mmol) was dissolved in 25 mL of diethylether and cooled to 0° C. Butyllithium (2.50 mL of 2.0 M solution in pentane, 5.0 mmol) was added dropwise, producing a fluffy white suspended solid. The slurry was warmed to room temperature and stirred for 2 hours. Chlorodiisopropylphosphine (0.80 mL, 5.0 mmol) was added slowly at room temperature. The suspended solid became finer and denser and the solution became slightly yellow upon complete addit... Reactants: C(=O)(N1C=NC=C1)N1C=NC=C1 (1,1′-carbonyldiimidazole), C(C)N(C(C)C)C(C)C (N-ethyldiisopropylamine), S(O)(O)(=O)=O.NC=1C=NN(C1N)C (4,5-diamino-1-methylpyrazole sulfuric acid salt), NCCCNC(OC(C)(C)C)=O (tert-butyl N-(3-aminopropyl)carbamate). Solvent: C(Cl)Cl (methylene chloride). Conditions: time 1 hour. Yields the product NC1=C(C=NN1C)NC(=O)NCCCNC(=O)OC(C)(C)C (5-amino-4-(3-{3-[(tert-butoxycarbonyl)amino]propyl}ureido)-1-methylpyrazole). Yield: 56.1%. RXN SMILES: [C:1](N1C=CN=C1)(N1C=CN=C1)=[O:2].[NH2:13][CH2:14][CH2:15][CH2:16][NH:17][C:18](=[O:24])[O:19][C:20]([CH3:23])([CH3:22])[CH3:21].C(N(C(C)C)C(C)C)C.S(=O)(=O)(O)O.[NH2:39][C:40]1[CH:41]=[N:42][N:43]([CH3:46])[C:44]=1[NH2:45]>C(Cl)Cl>[NH2:45][C:44]1[N:43]([CH3:46])[N:42]=[CH:41][C:40]=1[NH:39][C:1]([NH:13][CH2:14][CH2:15][CH2:16][NH:17][C:18]([O:19][C:20]([CH3:21])([CH3:23])[CH3:22])=[O:24])=[O:2] |f:3.4|. Procedure: To a suspension of 1,1′-carbonyldiimidazole (1.94 g) in methylene chloride (20 ml) was added tert-butyl N-(3-aminopropyl)carbamate (2.30 g), and the mixture was stirred at room temperature for 1 hour. To the reaction mixture were added N-ethyldiisopropylamine (2.56 g) and 4,5-diamino-1-methylpyrazole sulfuric acid salt, (2.10 g), and the mixture was stirred at 30° C. for 3 days. The reaction mixture was concentrated in vacuo. The residue was purified by column chromatography on silica gel elutin... The reactants are ClCCN1CCNCC1 (chloroethylpiperazine), C([O-])([O-])=O.[K+].[K+] (potassium carbonate), N1CNCC2=C1C=CC=N2 (tetrahydropyridopyrimidine). Solvent: CN(C)C=O (DMF). The product is N1(CCNCC1)C1=CN=CC2=CC=CC=C12 (4-Piperazin-1-ylisoquinoline). The yield is 187.5%. As a reaction SMILES: Cl[CH2:2][CH2:3][N:4]1[CH2:9][CH2:8][NH:7][CH2:6][CH2:5]1.[C:10](=O)([O-])[O-].[K+].[K+].N1[C:21]2[CH:22]=[CH:23][CH:24]=[N:25][C:20]=2[CH2:19]NC1>CN(C=O)C>[N:4]1([C:3]2[C:22]3[C:23](=[CH:10][CH:19]=[CH:20][CH:21]=3)[CH:24]=[N:25][CH:2]=2)[CH2:9][CH2:8][NH:7][CH2:6][CH2:5]1 |f:1.2.3|. Reported procedure: 2.9 g (10 mmol) of chloroethylpiperazine and 2.8 g (20 mmol) of potassium carbonate were added to a solution of 2.4 g (10 mmol) of tetrahydropyridopyrimidine in 40 ml of DMF. After reaction at 90° C. for two hours, and then poured onto ice-water and extracted with ethyl acetate. The organic phase was washed with saturated sodium chloride solution and dried over sodium sulfate, and the solvent was removed under reduced pressure. The oil that remained was taken up in acetone, and the hydrochloride...